From a dataset of the Open Reaction Database (ORD), a public repository of structured organic reaction records. describe an organic reaction: reactants, conditions, products, and yield Reactants: COC1=CC=C(C=C1)C(C#N)O[Si](C)(C)C ((4-methoxyphenyl)[(trimethylsilyl)oxy]acetonitrile), C(C1=CC=CC=C1)=O (benzaldehyde), [Cl-].[NH4+] (ammonium chloride), C(C)(C)NC(C)C (diisopropylamine), C(CCC)[Li] (n-butyllithium). Run in COCCOC (1,2-dimethoxyethane), COCCOC (1,2-dimethoxyethane), COCCOC (1,2-dimethoxyethane). Conditions: temperature -78 celsius, time 15 minute. Yields the product OC(C(=O)C1=CC=C(C=C1)OC)C1=CC=CC=C1 (2-Hydroxy-1-(4-methoxyphenyl)-2-phenylethanone). RXN SMILES: C(NC(C)C)(C)C.C([Li])CCC.[CH3:13][O:14][C:15]1[CH:20]=[CH:19][C:18]([CH:21]([O:24][Si](C)(C)C)C#N)=[CH:17][CH:16]=1.[CH:29](=[O:36])[C:30]1[CH:35]=[CH:34][CH:33]=[CH:32][CH:31]=1.[Cl-].[NH4+]>COCCOC>[OH:36][CH:29]([C:30]1[CH:35]=[CH:34][CH:33]=[CH:32][CH:31]=1)[C:21]([C:18]1[CH:19]=[CH:20][C:15]([O:14][CH3:13])=[CH:16][CH:17]=1)=[O:24] |f:4.5|. Procedure details: According to the procedure in the literature [J. Chem. Soc. Perkin Trans. I, 1992, 2409-2417], dissolve 292 ml (2.08 mol) diisopropylamine in 3.6 litre 1,2-dimethoxyethane and cool to −78° C. Add 826 ml n-butyllithium solution (2.5 M in n-hexane, 2.066 mol) at a temperature below −60° C. Stir the mixture for a further 15 min at <−60° C. and then add a solution of 442 g (1.877 mol) (4-methoxyphenyl)[(trimethylsilyl)oxy]acetonitrile in 1.41 litre 1,2-dimethoxyethane dropwise at <−60° C. After furt... Starting materials: CCOC(=O)c1c(Sc2ccccc2)n(C2CC2)c2c(F)c(F)c(F)cc2c1=O, ClC(Cl)Cl, O=C(OO)c1cccc(Cl)c1. Product: CCOC(=O)c1c(S(=O)c2ccccc2)n(C2CC2)c2c(F)c(F)c(F)cc2c1=O. Reaction SMILES: [CH:1]1([n:4]2[c:5]([S:23][c:24]3[cH:25][cH:26][cH:27][cH:28][cH:29]3)[c:6]([C:18](=[O:19])[O:20][CH2:21][CH3:22])[c:7](=[O:17])[c:8]3[cH:9][c:10]([F:16])[c:11]([F:15])[c:12]([F:14])[c:13]23)[CH2:2][CH2:3]1.[CH:41]([Cl:42])([Cl:43])[Cl:44].[OH:30][O:31][C:32]([c:33]1[cH:34][c:35]([Cl:36])[cH:37][cH:38][cH:39]1)=[O:40]>>[CH:1]1([n:4]2[c:5]([S:23]([c:24]3[cH:25][cH:26][cH:27][cH:28][cH:29]3)=[O:30])[c:6]([C:18](=[O:19])[O:20][CH2:21][CH3:22])[c:7](=[O:17])[c:8]3[cH:9][c:10]([F:16])[c:11]([F:15])[c:12]([F:14])[c:13]23)[CH2:2][CH2:3]1.